Dataset: the Open Reaction Database (ORD), a public repository of structured organic reaction records. Task: describe an organic reaction: reactants, conditions, products, and yield Starting materials: OC=1N=C2N(C(C1/C=C/C(=O)OC(C)(C)C)=O)C=CC(=C2)OCC=2SC=C(N2)C(C)C (tert-Butyl (E)-3-{2-hydroxy-8-[(4-isopropyl-1,3-thiazol-2-yl)methoxy]-4-oxo-4H-pyrido[1,2-a]pyrimidin-3-yl}-2-propenoate), C1(CCC1)C=1N=C(SC1)NC(=O)C1=CC=2N(C(C(=C(N2)N2CC(CCC2)OC=O)/C=C/C(=O)OC(C)(C)C)=O)C=C1 (tert-butyl (E)-3-[8-{[(4-cyclobutyl-1,3-thiazol-2-yl)amino]carbonyl}-2-(3-formyloxy-piperidino)-4-oxo-4H-pyrido[1,2-a]pyrimidin-3-yl]-2-propenoate). Product: C1(CCC1)C=1N=C(SC1)NC(=O)C1=CC=2N(C(C(=C(N2)N2CC(CCC2)O)/C=C/C(=O)OC(C)(C)C)=O)C=C1 (tert-Butyl (E)-3-[8-{[(4-cyclobutyl-1,3-thiazol-2-yl)amino]carbonyl}-2-(3-hydroxy-piperidino)-4-oxo-4H-pyrido[1,2-a]pyrimidin-3-yl]-2-propenoate). RXN SMILES: OC1N=C2C=C(OCC3SC=C(C(C)C)N=3)C=CN2C(=O)C=1/C=C/C(OC(C)(C)C)=O.[CH:32]1([C:36]2[N:37]=[C:38]([NH:41][C:42]([C:44]3[CH:72]=[CH:71][N:47]4[C:48](=[O:70])[C:49](/[CH:61]=[CH:62]/[C:63]([O:65][C:66]([CH3:69])([CH3:68])[CH3:67])=[O:64])=[C:50]([N:52]5[CH2:57][CH2:56][CH2:55][CH:54]([O:58]C=O)[CH2:53]5)[N:51]=[C:46]4[CH:45]=3)=[O:43])[S:39][CH:40]=2)[CH2:35][CH2:34][CH2:33]1>>[CH:32]1([C:36]2[N:37]=[C:38]([NH:41][C:42]([C:44]3[CH:72]=[CH:71][N:47]4[C:48](=[O:70])[C:49](/[CH:61]=[CH:62]/[C:63]([O:65][C:66]([CH3:67])([CH3:68])[CH3:69])=[O:64])=[C:50]([N:52]5[CH2:57][CH2:56][CH2:55][CH:54]([OH:58])[CH2:53]5)[N:51]=[C:46]4[CH:45]=3)=[O:43])[S:39][CH:40]=2)[CH2:35][CH2:34][CH2:33]1. Reported procedure: Reactions were performed in the same manner as in Example 1, (K) by using tert-butyl (E)-3-[8-{[(4-cyclobutyl-1,3-thiazol-2-yl)amino]carbonyl}-2-(3-formyloxy-piperidino)-4-oxo-4H-pyrido[1,2-a]pyrimidin-3-yl]-2-propenoate (35 mg, 0.060 mmol), and the resulting crude crystals were purified by thin layer silica gel chromatography (chloroform:methanol=40:1) to obtain 16 mg (40% for the two steps) of the title compound as yellow crystals. Reactants: O (water), C([O-])([O-])=O.[K+].[K+] (potassium carbonate), BrCCC (1-bromo-propane), ClC1=C(C=C(C=C1)F)C=1OC=2N=C(NC(C2N1)=O)C (2-(2-chloro-5-fluoro-phenyl)-5-methyl-6H-oxazolo[5,4-d]pyrimidin-7-one). Run in CN(C=O)C (dimethylformamide). Run at temperature 60 celsius, time 72 hour. Product: ClC1=C(C=C(C=C1)F)C=1OC=2N=C(N(C(C2N1)=O)CCC)C (2-(2-chloro-5-fluoro-phenyl)-5-methyl-6-propyl-6H-oxazolo[5,4-d]pyrimidin-7-one), ClC1=C(C=C(C=C1)F)C=1OC=2N=C(N=C(C2N1)OCCC)C (2-(2-Chloro-5-fluoro-phenyl)-5-methyl-7-propoxy-oxazolo[5,4-d]pyrimidine). As a reaction SMILES: C(=O)([O-])[O-].[K+].[K+].Br[CH2:8][CH2:9][CH3:10].[Cl:11][C:12]1[CH:17]=[CH:16][C:15]([F:18])=[CH:14][C:13]=1[C:19]1[O:20][C:21]2[N:22]=[C:23]([CH3:29])[NH:24][C:25](=[O:28])[C:26]=2[N:27]=1.O>CN(C)C=O>[Cl:11][C:12]1[CH:17]=[CH:16][C:15]([F:18])=[CH:14][C:13]=1[C:19]1[O:20][C:21]2[N:22]=[C:23]([CH3:29])[N:24]([CH2:8][CH2:9][CH3:10])[C:25](=[O:28])[C:26]=2[N:27]=1.[Cl:11][C:12]1[CH:17]=[CH:16][C:15]([F:18])=[CH:14][C:13]=1[C:19]1[O:20][C:21]2[N:22]=[C:23]([CH3:29])[N:24]=[C:25]([O:28][CH2:8][CH2:9][CH3:10])[C:26]=2[N:27]=1 |f:0.1.2|. Reported procedure: 26.2 g of potassium carbonate and 6.4 g of 1-bromo-propane were added to a solution of 15 g of 2-(2-chloro-5-fluoro-phenyl)-5-methyl-6H-oxazolo[5,4-d]pyrimidin-7-one in 150 ml of dimethylformamide. The suspension was stirred at 60° C. for 72 h. After cooling, the mixture was poured onto 300 ml of water. The precipitate was filtered off by suction. The obtained mixture of regioisomers was separated by silica gel chromatography (method SC1). Besides 3.3 g of 2-(2-chloro-5-fluoro-phenyl)-5-methyl-6... Starting materials: C(C1=CC=CC=C1)(=O)Cl (Benzoyl chloride), Cl.Cl.NCC1=NC=C(C2=CC=CC=C12)O (1-(Aminomethyl)isoquinolin-4-ol dihydrochloride). Solvent: CCOC(=O)C (EtOAc), C(=O)(O)[O-].[Na+] (NaHCO3). Run at time 15 minute. Product: OC1=CN=C(C2=CC=CC=C12)CNC(C1=CC=CC=C1)=O (N-[(4-Hydroxyisoquinolin-1-yl)methyl]benzamide). RXN SMILES: [C:1](Cl)(=[O:8])[C:2]1[CH:7]=[CH:6][CH:5]=[CH:4][CH:3]=1.Cl.Cl.[NH2:12][CH2:13][C:14]1[C:23]2[C:18](=[CH:19][CH:20]=[CH:21][CH:22]=2)[C:17]([OH:24])=[CH:16][N:15]=1>CCOC(C)=O.C([O-])(O)=O.[Na+]>[OH:24][C:17]1[C:18]2[C:23](=[CH:22][CH:21]=[CH:20][CH:19]=2)[C:14]([CH2:13][NH:12][C:1](=[O:8])[C:2]2[CH:7]=[CH:6][CH:5]=[CH:4][CH:3]=2)=[N:15][CH:16]=1 |f:1.2.3,5.6|. Reported procedure: Benzoyl chloride (0.018 ml) is added dropwise to a stirred mixture of the product from step 3 (20 mg) in a mixture of 2 ml EtOAc and 2 ml of saturated aqueous NaHCO3 solution. After 15 minutes stirring, the organic layer is separated, washed with water, dried and concentrated to a solid. The solid is washed with hexane and dried to yield 20 mg of the title compound as a white solid, m.p. 130-131° C.